describe an organic reaction: reactants, conditions, products, and yield From a dataset of the Open Reaction Database (ORD), a public repository of structured organic reaction records. Reported procedure: Compound 4 is prepared from 5-fluoro-2-trifluoromethyl-benzoyl chloride and intermediate 5a according to synthesis method 2 under the operating conditions described for example 3 (67% yield). Starting materials: FC=1C=CC(=C(C(=O)Cl)C1)C(F)(F)F (5-fluoro-2-trifluoromethyl-benzoyl chloride), N1(CCNCC1)C=1N=NC=CN1 (3-piperazin-1-yl-[1,2,4]triazine). Isolated yield 67.0%. Product: FC=1C=CC(=C(C1)C(=O)N1CCN(CC1)C=1N=NC=CN1)C(F)(F)F ((5-Fluoro-2-trifluoromethyl-phenyl)-(4-[1,2,4]triazin-3-yl-piperazin-1-yl)-methanone), N1=NC(=NC=C1)N1CCN(CC1)C(=O)C1=C(C=CC=C1)C(F)(F)F ((4-[1,2,4]Triazin-3-yl-piperazin-1-yl)-(2-trifluoromethyl-phenyl)-methanone). Reaction SMILES: [F:1][C:2]1[CH:3]=[CH:4][C:5]([C:11]([F:14])([F:13])[F:12])=[C:6]([CH:10]=1)[C:7](Cl)=[O:8].[N:15]1([C:21]2[N:22]=[N:23][CH:24]=[CH:25][N:26]=2)[CH2:20][CH2:19][NH:18][CH2:17][CH2:16]1>>[F:1][C:2]1[CH:3]=[CH:4][C:5]([C:11]([F:14])([F:13])[F:12])=[C:6]([C:7]([N:18]2[CH2:17][CH2:16][N:15]([C:21]3[N:22]=[N:23][CH:24]=[CH:25][N:26]=3)[CH2:20][CH2:19]2)=[O:8])[CH:10]=1.[N:23]1[CH:24]=[CH:25][N:26]=[C:21]([N:15]2[CH2:16][CH2:17][N:18]([C:7]([C:6]3[CH:10]=[CH:2][CH:3]=[CH:4][C:5]=3[C:11]([F:14])([F:13])[F:12])=[O:8])[CH2:19][CH2:20]2)[N:22]=1. Starting materials: O=C1CN(CCN1)C(=O)OC(C)(C)C (tert-butyl 3-oxopiperazine-1-carboxylate), F[B-](F)(F)F.C(C)[O+](CC)CC (triethyloxonium tetrafluoroborate), C(=O)(O)[O-].[Na+] (NaHCO3). The solvent is C(Cl)Cl (DCM). The product is C(C)OC=1CN(CCN1)C(=O)OC(C)(C)C (tert-butyl 3-ethoxy-5,6-dihydropyrazine-1(2H)-carboxylate). RXN SMILES: [O:1]=[C:2]1[NH:7][CH2:6][CH2:5][N:4]([C:8]([O:10][C:11]([CH3:14])([CH3:13])[CH3:12])=[O:9])[CH2:3]1.F[B-](F)(F)F.[CH2:20]([O+](CC)CC)[CH3:21].C([O-])(O)=O.[Na+]>C(Cl)Cl>[CH2:20]([O:1][C:2]1[CH2:3][N:4]([C:8]([O:10][C:11]([CH3:14])([CH3:13])[CH3:12])=[O:9])[CH2:5][CH2:6][N:7]=1)[CH3:21] |f:1.2,3.4|. Procedure details: To a solution of tert-butyl 3-oxopiperazine-1-carboxylate (1 g, 5 mmol) in DCM (15 mL) was added triethyloxonium tetrafluoroborate (2.9 g, 15 mmol). Stirred for 2 h and neutralized with sat. aq NaHCO3. Layers separated and aqueous layer extracted with DCM. Combined organic layers dried over Na2SO4, filtered, and concentrated to give the title compound, which was used directly without further purification. Reactants: COC(=O)c1cc(-c2ccnn2C)co1, [Na+], C1CCOC1, [OH-]. The product is Cn1nccc1-c1coc(C(=O)O)c1. Reaction SMILES: [CH3:1][n:2]1[n:3][cH:4][cH:5][c:6]1-[c:7]1[cH:8][c:9]([C:12](=[O:13])[O:14][CH3:15])[o:10][cH:11]1.[Na+:17].[O:18]1[CH2:19][CH2:20][CH2:21][CH2:22]1.[OH-:16]>>[CH3:1][n:2]1[n:3][cH:4][cH:5][c:6]1-[c:7]1[cH:8][c:9]([C:12](=[O:13])[OH:14])[o:10][cH:11]1. Reactants: C(C)(C)(C)OC(=O)N1CC(NCC1)=O (4-t-butoxycarbonyl-2-oxopiperazine), O=C1NCCNC1 (2-oxopiperazine), C(=O)(OC(C)(C)C)OC(=O)OC(C)(C)C (di-t-butyl dicarbonate), [H-].[Na+] (sodium hydride), CI (methyl iodide), [Cl-].[Na+] (sodium chloride). The solvent is CN(C=O)C (dimethylformamide), CN(C=O)C (dimethylformamide). Reaction conditions: time 1 hour. The product is CN1C(CN(CC1)C(=O)OC(C)(C)C)=O (1-methyl-2-oxo-4-t-butoxycarbonylpiperazine). RXN SMILES: [C:1]([O:5][C:6]([N:8]1[CH2:13][CH2:12][NH:11][C:10](=[O:14])[CH2:9]1)=[O:7])([CH3:4])([CH3:3])[CH3:2].O=[C:16]1CNCCN1.C(OC(OC(C)(C)C)=O)(OC(C)(C)C)=O.[H-].[Na+].CI.[Cl-].[Na+]>CN(C)C=O>[CH3:16][N:11]1[CH2:12][CH2:13][N:8]([C:6]([O:5][C:1]([CH3:4])([CH3:2])[CH3:3])=[O:7])[CH2:9][C:10]1=[O:14] |f:3.4,6.7|. Reported procedure: 8 g of 4-t-butoxycarbonyl-2-oxopiperazine (previously prepared from 2-oxopiperazine and di-t-butyl dicarbonate) were dissolved in 80 ml of dimethylformamide. 1.92 g of sodium hydride (55%, in paraffin) were added to this solution, and the mixture was stirred at room temperature for one hour. A solution of 6.8 g of methyl iodide in 20 ml of dimethylformamide was then added, and the resulting mixture was stirred at room temperature for 3 hours. The reaction mixture was then poured into a saturated... The reactants are C(C)OC(C(C(C)(C)O)N(CC1=CC=CC=C1)CC1=CC=CC=C1)=O (2-dibenzylamino-3-hydroxy-3-methyl-butyric acid ethyl ester), [OH-].[K+] (potassium hydroxide), P(=O)(O)(O)[O-].[Na+] (sodium dihydrogenphosphate). Solvent: O (water), CO (methanol). Conditions: temperature 60 celsius, time 8 hour. Product: C(C1=CC=CC=C1)N(C(C(=O)O)C(C)(C)O)CC1=CC=CC=C1 (2-dibenzylamino-3-hydroxy-3-methyl-butyric acid). Yield: 53.0%. As a reaction SMILES: C([O:3][C:4](=[O:25])[CH:5]([N:10]([CH2:18][C:19]1[CH:24]=[CH:23][CH:22]=[CH:21][CH:20]=1)[CH2:11][C:12]1[CH:17]=[CH:16][CH:15]=[CH:14][CH:13]=1)[C:6]([OH:9])([CH3:8])[CH3:7])C.[OH-].[K+].P([O-])(O)(O)=O.[Na+]>CO.O>[CH2:18]([N:10]([CH2:11][C:12]1[CH:13]=[CH:14][CH:15]=[CH:16][CH:17]=1)[CH:5]([C:6]([OH:9])([CH3:8])[CH3:7])[C:4]([OH:25])=[O:3])[C:19]1[CH:20]=[CH:21][CH:22]=[CH:23][CH:24]=1 |f:1.2,3.4|. Procedure details: To 2.90 g (8.49 mmol) 2-dibenzylamino-3-hydroxy-3-methyl-butyric acid ethyl ester in 300 ml methanol were added 3.21 g (51.0 mmol) potassium hydroxide dissolved in 100 ml water. The mixture was stirred at 60° C. overnight. 500 ml saturated, aqueous sodium dihydrogenphosphate solution were added followed by extraction with ethyl acetate. Chromatography on silicagel with ethylacetate/heptan (50:50 to 100:0) yielded 1.41 g (53%) 2-dibenzylamino-3-hydroxy-3-methyl-butyric acid, MS m/e (%): 312.3 (M−... Reactants: BrC=1C=C(C=2N(C1)CCN2)Cl (6-bromo-8-chloro-2,3-dihydroimidazo[1,2-a]pyridine). The reagents and catalysts are [O-2].[O-2].[Mn+4] (manganese dioxide). Run in CC(=O)C (acetone). Yields the product BrC=1C=C(C=2N(C1)C=CN2)Cl (6-Bromo-8-chloroimidazo[1,2-a]pyridine). Yield: 61.6%. RXN SMILES: [Br:1][C:2]1[CH:3]=[C:4]([Cl:11])[C:5]2[N:6]([CH2:8][CH2:9][N:10]=2)[CH:7]=1>CC(C)=O.[O-2].[O-2].[Mn+4]>[Br:1][C:2]1[CH:3]=[C:4]([Cl:11])[C:5]2[N:6]([CH:8]=[CH:9][N:10]=2)[CH:7]=1 |f:2.3.4|. Procedure details: 2.08 g of 6-bromo-8-chloro-2,3-dihydroimidazo[1,2-a]pyridine was dissolved in 36 mL acetone, and together with 9.1 g of manganese dioxide, the mixture was heated for 9 hours under reflux. The reaction solution was cooled to room temperature, filtered through Celite and washed with ethyl acetate. The solvent was removed, and the resulting crude product was purified by NH silica gel column chromatography (ethyl acetate/hexane) to give 1.27 g of the title compound (pale yellow crystals). Starting materials: CCO, O=C[O-], [NH4+], O, CCOC(=O)C=C(c1ccc(-c2ccccc2)cc1)n1cnc2ccccc21. Product: CCOC(=O)CC(c1ccc(-c2ccccc2)cc1)n1cnc2ccccc21. Reaction SMILES: [CH3:33][CH2:34][OH:35].[CH:29]([O-:30])=[O:31].[NH4+:32].[OH2:36].[n:1]1([C:10](=[CH:11][C:12](=[O:13])[O:14][CH2:15][CH3:16])[c:17]2[cH:18][cH:19][c:20](-[c:23]3[cH:24][cH:25][cH:26][cH:27][cH:28]3)[cH:21][cH:22]2)[cH:2][n:3][c:4]2[c:5]1[cH:6][cH:7][cH:8][cH:9]2>>[n:1]1([CH:10]([CH2:11][C:12](=[O:13])[O:14][CH2:15][CH3:16])[c:17]2[cH:18][cH:19][c:20](-[c:23]3[cH:24][cH:25][cH:26][cH:27][cH:28]3)[cH:21][cH:22]2)[cH:2][n:3][c:4]2[c:5]1[cH:6][cH:7][cH:8][cH:9]2. Reactants: BrC\C=C\C1=NN(C=N1)C(C1=CC=CC=C1)(C1=CC=CC=C1)C1=CC=CC=C1 (E-1-bromo-3(1-trityl-1,2,4-triazol-3-yl)prop-2-ene), [F-].C(CCC)[N+](CCCC)(CCCC)CCCC (tetrabutylammonium fluoride). Run in ClCCl (dichloromethane). Product: FC\C=C\C1=NN(C=N1)C(C1=CC=CC=C1)(C1=CC=CC=C1)C1=CC=CC=C1 (E-1-fluoro-3(1-trityl-1,2,4-triazol-3-yl)prop-2-ene). Reaction SMILES: Br[CH2:2]/[CH:3]=[CH:4]/[C:5]1[N:9]=[CH:8][N:7]([C:10]([C:23]2[CH:28]=[CH:27][CH:26]=[CH:25][CH:24]=2)([C:17]2[CH:22]=[CH:21][CH:20]=[CH:19][CH:18]=2)[C:11]2[CH:16]=[CH:15][CH:14]=[CH:13][CH:12]=2)[N:6]=1.[F-:29].C([N+](CCCC)(CCCC)CCCC)CCC>ClCCl>[F:29][CH2:2]/[CH:3]=[CH:4]/[C:5]1[N:9]=[CH:8][N:7]([C:10]([C:23]2[CH:28]=[CH:27][CH:26]=[CH:25][CH:24]=2)([C:17]2[CH:22]=[CH:21][CH:20]=[CH:19][CH:18]=2)[C:11]2[CH:16]=[CH:15][CH:14]=[CH:13][CH:12]=2)[N:6]=1 |f:1.2|. Reported procedure: A stirred solution of E-1-bromo-3(1-trityl-1,2,4-triazol-3-yl)prop-2-ene) (34.47 g, prepared as described in Example 12) in dry dichloromethane (150 ml) was treated, under nitrogen, with tetrabutylammonium fluoride (160 ml, 1M in tetrahydrofuran). The mixture was heated under reflux for thirty minutes, cooled, washed with water (3×100 ml), dried over magnesium sulphate and evaporated under reduced pressure. The residue was chromatographed on silica, using dichloromethane-ether (25:2) as eluant, ...